Dataset: the Open Reaction Database (ORD), a public repository of structured organic reaction records. Task: describe an organic reaction: reactants, conditions, products, and yield Reactants: [BH4-], CC(C)(C)OC(=O)Nc1ccc2c(c1)Cc1ccccc1-2, COC(C)(C)C, CC(=O)O, CO, CCOC(C)=O, CC(C)(C)OC(=O)Nc1ccc2c(c1)C(C=O)c1ccccc1-2, [Na+], O. Yields the product CC(C)(C)OC(=O)Nc1ccc2c(c1)C(CO)c1ccccc1-2. RXN SMILES: [BH4-:24].[C:26]([NH:27][c:28]1[cH:29][cH:30][c:31]2[c:39]([cH:40]1)[CH2:38][c:33]1[c:32]-2[cH:37][cH:36][cH:35][cH:34]1)([O:41][C:42]([CH3:43])([CH3:44])[CH3:45])=[O:46].[C:47]([O:48][CH3:49])([CH3:50])([CH3:51])[CH3:52].[C:62]([OH:63])(=[O:64])[CH3:65].[CH3:53][OH:54].[CH3:56][CH2:57][O:58][C:59]([CH3:60])=[O:61].[CH:1](=[O:2])[CH:3]1[c:4]2[cH:5][cH:6][cH:7][cH:8][c:9]2-[c:10]2[cH:11][cH:12][c:13]([NH:16][C:17](=[O:18])[O:19][C:20]([CH3:21])([CH3:22])[CH3:23])[cH:14][c:15]21.[Na+:25].[OH2:55]>>[CH2:1]([OH:2])[CH:3]1[c:4]2[cH:5][cH:6][cH:7][cH:8][c:9]2-[c:10]2[cH:11][cH:12][c:13]([NH:16][C:17](=[O:18])[O:19][C:20]([CH3:21])([CH3:22])[CH3:23])[cH:14][c:15]21. Starting materials: C(=O)(O)C1=C(C=C2C=3C=CC=CC3C=3NC(C=4N(C32)C=CN4)=O)C=CC=C1 (10-(2-carboxybenzylidene)-5H,10H-imidazo[1,2-a]indeno[1,2-e]pyrazin-4-one), [H-].[Na+] (sodium hydride), C1=CN=C2N1C1=C(NC2=O)C=2C=CC=CC2C1 (5H,10H-imidazo[1,2-a]indeno[1,2-e]-pyrazin-4-one), O=CCCCC(=O)OCC (ethyl 5-oxopentanoate). Solvent: CS(=O)C (dimethyl sulphoxide), C(C)(=O)O (acetic acid), O (water), C(C)O (ethanol), [OH-].[Na+] (sodium hydroxide). The product is OC=1C=2N(C3=C(N1)C=1C=CC=CC1C3=CCCCC(=O)O)C=CN2 (5-(4-hydroxyimidazo[1,2-a]indeno-[1,2-e]pyrazin-10-ylidene]pentanoic acid). Reaction SMILES: C(C1C=CC=CC=1C=[C:7]1[C:19]2[N:18]3[CH:20]=[CH:21][N:22]=[C:17]3[C:16](=[O:23])[NH:15][C:14]=2[C:13]2[CH:12]=[CH:11][CH:10]=[CH:9][C:8]1=2)(O)=O.C1N2C3CC4C=CC=CC=4C=3NC(=O)C2=NC=1.O=[CH:46][CH2:47][CH2:48][CH2:49][C:50]([O:52]CC)=[O:51].[H-].[Na+]>C(O)C.[OH-].[Na+].C(O)(=O)C.O.CS(C)=O>[OH:23][C:16]1[C:17]2[N:18]([CH:20]=[CH:21][N:22]=2)[C:19]2[C:7](=[CH:46][CH2:47][CH2:48][CH2:49][C:50]([OH:52])=[O:51])[C:8]3[CH:9]=[CH:10][CH:11]=[CH:12][C:13]=3[C:14]=2[N:15]=1 |f:3.4,6.7|. Procedure: The process is performed as in Example 3 for the preparation of 10-(2-carboxybenzylidene)-5H,10H-imidazo[1,2-a]indeno[1,2-e]pyrazin-4-one but starting with 3.3 g of 5H,10H-imidazo[1,2-a]indeno[1,2-e]-pyrazin-4-one, 66 ml of dimethyl sulphoxide, 2.35 g of ethyl 5-oxopentanoate and 1.06 g of sodium hydride. After treatment of the reaction mixture with water (66 ml) and with acetic acid (6.6 ml), the suspension obtained is filtered, the insoluble product is washed with water (50 ml), with methanol ... The reactants are [BH4-].[Na+] (Sodium borohydride), C1(=CC=CC=C1)C1(CCC1)C#N (1-phenyl-1-cyclobutanecarbonitrile), C1(CCCCC1)[Mg]Br (cyclohexylmagnesium bromide), C1(=CC=CC=C1)C (toluene). Solvent: CCOCC (ether), O (water), C(C)O (ethanol), CCOCC (ether), CCOCC (ether). Reaction conditions: temperature 90 celsius, time 24 hour. The product is C1(CCCCC1)NCC1(CCC1)C1=CC=CC=C1 ((cyclohexyl)(1-phenylcyclobutyl)methylamine). Reaction SMILES: [C:1]1([C:7]2([C:11]#[N:12])[CH2:10][CH2:9][CH2:8]2)[CH:6]=[CH:5][CH:4]=[CH:3][CH:2]=1.[CH:13]1([Mg]Br)[CH2:18][CH2:17][CH2:16][CH2:15][CH2:14]1.C1(C)C=CC=CC=1.[BH4-].[Na+]>CCOCC.C(O)C.O>[CH:13]1([NH:12][CH2:11][C:7]2([C:1]3[CH:6]=[CH:5][CH:4]=[CH:3][CH:2]=3)[CH2:10][CH2:9][CH2:8]2)[CH2:18][CH2:17][CH2:16][CH2:15][CH2:14]1 |f:3.4|. Procedure: A solution of 1-phenyl-1-cyclobutanecarbonitrile (30 g) in ether (100 ml) was added dropwise to a stirred solution of cyclohexylmagnesium bromide [prepared from cyclohexyl bromide (62.3 g) and magnesium (9.5 g) in ether (200 ml)]. The ether was replaced with toluene, and the mixture was stirred at 90° C. for 24 hours. Sodium borohydride (7.3 g) was added as a slurry in ethanol (200 ml) and the mixture was heated under reflux for 3 hours. The cooled mixture was acidified, basified, diluted with e... Starting materials: [Br-], O=CC1CCN(C(=O)OCc2ccccc2)CC1, C[Mg+], CCOCC. Product: CC(O)C1CCN(C(=O)OCc2ccccc2)CC1. As a reaction SMILES: [Br-:19].[CH2:1]([c:2]1[cH:3][cH:4][cH:5][cH:6][cH:7]1)[O:8][C:9](=[O:10])[N:11]1[CH2:12][CH2:13][CH:14]([CH:17]=[O:18])[CH2:15][CH2:16]1.[CH3:20][Mg+:21].[CH3:22][CH2:23][O:24][CH2:25][CH3:26]>>[CH2:1]([c:2]1[cH:3][cH:4][cH:5][cH:6][cH:7]1)[O:8][C:9](=[O:10])[N:11]1[CH2:12][CH2:13][CH:14]([CH:17]([OH:18])[CH3:20])[CH2:15][CH2:16]1. The reactants are BrCC1=NC2=CC=CC=C2C(N1C1=C(C=CC=C1)C(=O)OC)=O (2-bromomethyl-3-(2-methoxycarbonylphenyl)-4H-quinazolin-4-one), liquid, N (ammonia). The solvent is COCCO (ethylene glycol monomethyl ether). Yields the product C1=CC=CC=2C(NCC=3N(C21)C(C=2C=CC=CC2N3)=O)=O (6,7-dihydro-5H,13H-quinazolino[3,2-a][1,4]benzodiazepine-5,13-dione). The yield is 44.0%. Reaction SMILES: Br[CH2:2][C:3]1[N:12]([C:13]2[CH:18]=[CH:17][CH:16]=[CH:15][C:14]=2[C:19]([O:21]C)=O)[C:11](=[O:23])[C:10]2[C:5](=[CH:6][CH:7]=[CH:8][CH:9]=2)[N:4]=1.[NH3:24]>COCCO>[CH:6]1[C:5]2[N:4]3[C:19](=[O:21])[C:14]4[CH:15]=[CH:16][CH:17]=[CH:18][C:13]=4[N:12]=[C:3]3[CH2:2][NH:24][C:11](=[O:23])[C:10]=2[CH:9]=[CH:8][CH:7]=1. Procedure details: 14.7 g (0.05 mol) of 2-bromomethyl-3-(2-methoxycarbonylphenyl)-4H-quinazolin-4-one and 25 ml of liquid ammonia in 100 ml of ethylene glycol monomethyl ether are heated to 100° C. for 5 hours in an autoclave. After cooling the mixture, the colourless crystals are filtered off and washed several times with methanol. 6.1 g (44% theory) of 6,7-dihydro-5H,13H-quinazolino[3,2-a][1,4]benzodiazepine-5,13-dione are obtained. Starting materials: CCOP(=O)(CCC#N)C(F)F, CCO, N. Product: CCOP(=O)(CCCN)C(F)F. RXN SMILES: [C:1](#[N:2])[CH2:3][CH2:4][P:5]([O:6][CH2:7][CH3:8])(=[O:9])[CH:10]([F:11])[F:12].[CH3:14][CH2:15][OH:16].[NH3:13]>>[CH2:1]([NH2:2])[CH2:3][CH2:4][P:5]([O:6][CH2:7][CH3:8])(=[O:9])[CH:10]([F:11])[F:12]. Starting materials: FC1=C(C=C(C=C1)C(F)(F)F)O (2-fluoro-5-(trifluoromethyl)phenol), OC(CCCCN1CCC(CC1)C=1C=C(C=CC1)NC(C(C)C)=O)C1=CC=C(C=C1)C(F)(F)F (N-[3-(1-{5-hydroxy-5-[4-(trifluoromethyl)phenyl]pentyl}-4-piperidinyl)phenyl]-2-methylpropanamide). Product: FC1=C(OC(CCCCN2CCC(CC2)C=2C=C(C=CC2)NC(C(C)C)=O)C2=CC=C(C=C2)C(F)(F)F)C=C(C=C1)C(F)(F)F (N-[3-(1-{5-[2-FLUORO-5-(TRIFLUOROMETHYL)PHENOXY]-5-[4-(TRIFLUOROMETHYL)PHENYL]PENTYL}-4-PIPERIDINYL)PHENYL]-2-METHYLPROPANAMIDE). As a reaction SMILES: [F:1][C:2]1[CH:7]=[CH:6][C:5]([C:8]([F:11])([F:10])[F:9])=[CH:4][C:3]=1[OH:12].O[CH:14]([C:37]1[CH:42]=[CH:41][C:40]([C:43]([F:46])([F:45])[F:44])=[CH:39][CH:38]=1)[CH2:15][CH2:16][CH2:17][CH2:18][N:19]1[CH2:24][CH2:23][CH:22]([C:25]2[CH:26]=[C:27]([NH:31][C:32](=[O:36])[CH:33]([CH3:35])[CH3:34])[CH:28]=[CH:29][CH:30]=2)[CH2:21][CH2:20]1>>[F:1][C:2]1[CH:7]=[CH:6][C:5]([C:8]([F:10])([F:11])[F:9])=[CH:4][C:3]=1[O:12][CH:14]([C:37]1[CH:38]=[CH:39][C:40]([C:43]([F:46])([F:44])[F:45])=[CH:41][CH:42]=1)[CH2:15][CH2:16][CH2:17][CH2:18][N:19]1[CH2:24][CH2:23][CH:22]([C:25]2[CH:26]=[C:27]([NH:31][C:32](=[O:36])[CH:33]([CH3:35])[CH3:34])[CH:28]=[CH:29][CH:30]=2)[CH2:21][CH2:20]1. Reported procedure: Prepared by Procedure A and Scheme AN using 2-fluoro-5-(trifluoromethyl)phenol and N-[3-(1-{5-hydroxy-5-[4-(trifluoromethyl)phenyl]pentyl}-4-piperidinyl)phenyl]-2-methylpropanamide: ESMS m/e: 639.2 (M+H)+.